From a dataset of the Open Reaction Database (ORD), a public repository of structured organic reaction records. describe an organic reaction: reactants, conditions, products, and yield Reactants: C(C)(=O)OCC (ethyl acetate), C([O-])([O-])=O.[K+].[K+] (potassium carbonate), Cl.COC=1C=C2C(=CC=NC2=CC1)CCC[C@H]1[C@H](CNCC1)C(=O)O ((3R,4R)-4-[3-(6-methoxyquinolin-4-yl)propyl]piperidine-3-carboxylic acid hydrochloride), C(C#C)Br (propargyl bromide). Solvent: O (water), CN(C=O)C (dimethylformamide). Run at temperature 70 celsius, time 18 hour. Product: COC=1C=C2C(=CC=NC2=CC1)CCC[C@H]1[C@H](CN(CC1)CC#C)C(=O)OCC#C (prop-2ynyl (3R,4R)-4-[3-(6-methoxyquinolin-4-yl)propyl]-1-(prop-2-ynyl)-3-piperidinecarboxylate). Reaction SMILES: [C:1](=O)([O-])[O-].[K+].[K+].Cl.[CH3:8][O:9][C:10]1[CH:11]=[C:12]2[C:17](=[CH:18][CH:19]=1)[N:16]=[CH:15][CH:14]=[C:13]2[CH2:20][CH2:21][CH2:22][C@@H:23]1[CH2:28][CH2:27][NH:26][CH2:25][C@@H:24]1[C:29]([OH:31])=[O:30].[CH2:32](Br)[C:33]#[CH:34].C(O[CH2:40][CH3:41])(=O)C>CN(C)C=O.O>[CH3:8][O:9][C:10]1[CH:11]=[C:12]2[C:17](=[CH:18][CH:19]=1)[N:16]=[CH:15][CH:14]=[C:13]2[CH2:20][CH2:21][CH2:22][C@@H:23]1[CH2:28][CH2:27][N:26]([CH2:32][C:33]#[CH:34])[CH2:25][C@@H:24]1[C:29]([O:31][CH2:1][C:40]#[CH:41])=[O:30] |f:0.1.2,3.4|. Procedure details: 0.95 g of potassium carbonate was added to a solution of 0.835 g of (3R,4R)-4-[3-(6-methoxyquinolin-4-yl)propyl]piperidine-3-carboxylic acid hydrochloride in 15 cm3 of anhydrous dimethylformamide, followed by 0.36 cm3 of propargyl bromide. The mixture was stirred under a nitrogen atmosphere at a temperature in the region of 70° C. for 18 hours. 100 cm3 of ethyl acetate and 100 cm3 of distilled water were added to the reaction mixture. The organic phase was separated by settling and then washed w... Reactants: N([C@@H](CCCCNC(=O)OC(C)(C)C)C(=O)O)C(=O)OCC1=CC=CC=C1 (Z-Lys(Boc)-OH), CN(C)C(=[N+](C)C)ON1C2=C(C=CC=C2)N=N1.[B-](F)(F)(F)F (TBTU), C=1C=CC2=C(C1)N=NN2O (HOBt), N1=CC=C(C=C1)N1CCNCC1 (1-(4-pyridinyl)-piperazine), CCN(C(C)C)C(C)C (DIEA). Run in FC(C=1C=C(C=C(C1)C(F)(F)F)C=1NC(N(C1)C1CCNCC1)=O)(F)F (4-[3,5-bis-(trifluoromethyl)phenyl]-1,3-dihydro-1-(4-piperidinyl)-2H-imidazol-2-one), CN(C=O)C (dimethylformamide). Yields the product C1(=CC=CC=C1)COC(=O)N[C@@H](CCCCNC(=O)OC(C)(C)C)C(=O)N1CCN(CC1)C1=CC=NC=C1 (1-[N2-(phenylmethoxycarbonyl)-N6-(1,1-dimethyl-ethoxycarbonyl)-L-lysyl]-4-(4-pyridinyl)piperazine). Reaction SMILES: [NH:1]([C:18]([O:20][CH2:21][C:22]1[CH:27]=[CH:26][CH:25]=[CH:24][CH:23]=1)=[O:19])[C@H:2]([C:15]([OH:17])=O)[CH2:3][CH2:4][CH2:5][CH2:6][NH:7][C:8]([O:10][C:11]([CH3:14])([CH3:13])[CH3:12])=[O:9].CN(C(ON1N=NC2C=CC=CC1=2)=[N+](C)C)C.[B-](F)(F)(F)F.C1C=CC2N(O)N=NC=2C=1.[N:60]1[CH:65]=[CH:64][C:63]([N:66]2[CH2:71][CH2:70][NH:69][CH2:68][CH2:67]2)=[CH:62][CH:61]=1.CCN(C(C)C)C(C)C>FC(F)(F)C1C=C(C2NC(=O)N(C3CCNCC3)C=2)C=C(C(F)(F)F)C=1.CN(C)C=O>[C:22]1([CH2:21][O:20][C:18]([NH:1][C@H:2]([C:15]([N:69]2[CH2:70][CH2:71][N:66]([C:63]3[CH:64]=[CH:65][N:60]=[CH:61][CH:62]=3)[CH2:67][CH2:68]2)=[O:17])[CH2:3][CH2:4][CH2:5][CH2:6][NH:7][C:8]([O:10][C:11]([CH3:12])([CH3:13])[CH3:14])=[O:9])=[O:19])[CH:27]=[CH:26][CH:25]=[CH:24][CH:23]=1 |f:1.2|. Reported procedure: To a mixture of 100 g (0.263 mol) of Z-Lys(Boc)-OH, 86.1 g (0.268 mol) of TBTU and 36.3 g (0.263 mol) of HOBt in 600 ml of 15 dimethylformamide were added 43.0 g (0.263 mol) of 1-(4-pyridinyl)-piperazine and 47.2 ml (0.268 mol) of DIEA with stirring and the mixture was stirred overnight at room temperature. The reaction mixture was evaporated down in vacuo and the residue divided between ethyl acetate and aqueous saturated sodium hydrogen carbonate solution. The aqueous phase was extracted twice... The reactants are COc1cc2c(Nc3ccc4[nH]c(C)c(C)c4c3)ncnc2cc1OCc1ccccc1, CO, O=C[O-], N, [NH4+], CN(C)C=O. Yields the product COc1cc2c(Nc3ccc4[nH]c(C)c(C)c4c3)ncnc2cc1O. Reaction SMILES: [CH2:5]([c:6]1[cH:7][cH:8][cH:9][cH:10][cH:11]1)[O:12][c:13]1[c:14]([O:35][CH3:36])[cH:15][c:16]2[c:17]([NH:23][c:24]3[cH:25][c:26]4[c:27]([CH3:34])[c:28]([CH3:33])[nH:29][c:30]4[cH:31][cH:32]3)[n:18][cH:19][n:20][c:21]2[cH:22]1.[CH3:43][OH:44].[CH:1]([O-:2])=[O:3].[NH3:37].[NH4+:4].[O:38]=[CH:39][N:40]([CH3:41])[CH3:42]>>[OH:12][c:13]1[c:14]([O:35][CH3:36])[cH:15][c:16]2[c:17]([NH:23][c:24]3[cH:25][c:26]4[c:27]([CH3:34])[c:28]([CH3:33])[nH:29][c:30]4[cH:31][cH:32]3)[n:18][cH:19][n:20][c:21]2[cH:22]1.